Dataset: the Open Reaction Database (ORD), a public repository of structured organic reaction records. Task: describe an organic reaction: reactants, conditions, products, and yield Reactants: I.ClC1=C2C(NC(=NC2=CC=C1)SC)C (5-Chloro-4-methyl-2-methylsulfanyl-3,4-dihydro-quinazoline hydroiodide), [OH-].[NH4+] (ammonium hydroxide). The solvent is C(C)#N (acetonitrile), C(=O)(C(F)(F)F)O (TFA), CC#N (CH3CN). Reaction conditions: temperature 130 celsius. The product is ClC1=C2C(NC(=NC2=CC=C1)N)C (5-Chloro-4-methyl-3,4-dihydro-quinazolin-2-ylamine). Yield: 62.0%. Reaction SMILES: I.[Cl:2][C:3]1[CH:12]=[CH:11][CH:10]=[C:9]2[C:4]=1[CH:5]([CH3:15])[NH:6][C:7](SC)=[N:8]2.[OH-].[NH4+:17]>C(#N)C.C(O)(C(F)(F)F)=O>[Cl:2][C:3]1[CH:12]=[CH:11][CH:10]=[C:9]2[C:4]=1[CH:5]([CH3:15])[NH:6][C:7]([NH2:17])=[N:8]2 |f:0.1,2.3|. Reported procedure: 5-Chloro-4-methyl-2-methylsulfanyl-3,4-dihydro-quinazoline hydroiodide (100 mg, 0.28 mmol) was suspended in a mixture of ammonium hydroxide (1 ml, 25% in H2O) and acetonitrile (1 ml) and heated in a microwave oven to 130° C. (15 min) and subsequently to 170° C. (30 min). The title compound (35 mg, 62%) was isolated from the reaction mixture by preparative, reverse-phase HPLC (YMC CombiPrep C18 column 50×20 mm, solvent gradient 5-95% CH3CN in 0.1% TFA(aq) over 6.0 min, λ=230 nm, flow rate 40 ml/m...